This data is from the Open Reaction Database (ORD), a public repository of structured organic reaction records. The task is: describe an organic reaction: reactants, conditions, products, and yield Starting materials: NC1=C(C(=NC=C1)Br)O (4-amino-2-bromo-pyridin-3-ol), CCOC(=S)[S-].[K+] (potassium ethyl xanthogenate). Solvent: CCO (EtOH). Run at time 18 hour. The product is BrC1=NC=CC2=C1OC(=N2)S (4-Bromo-oxazolo[5,4-c]pyridine-2-thiol). RXN SMILES: [NH2:1][C:2]1[CH:7]=[CH:6][N:5]=[C:4]([Br:8])[C:3]=1[OH:9].CCO[C:13]([S-])=[S:14].[K+]>CCO>[Br:8][C:4]1[C:3]2[O:9][C:13]([SH:14])=[N:1][C:2]=2[CH:7]=[CH:6][N:5]=1 |f:1.2|. Reported procedure: 1.34 g (7.09 mmol) 4-amino-2-bromo-pyridin-3-ol are dissolved in 13 ml EtOH and 1.86 g (11.3 mmol) potassium ethyl xanthogenate are added. This mixture is stirred for 18 h at reflux temperature. After cooling to room temperature, the reaction mixture is concentrated in vacuo and 5 ml water are added. With the addition of acetic acid, a pH of 5 is adjusted. The product starts to crystallize and is filtered off, washed 2× with water and dried to afford the title compound.